This data is from the Open Reaction Database (ORD), a public repository of structured organic reaction records. The task is: describe an organic reaction: reactants, conditions, products, and yield The reactants are FC(C=1C=C(C=O)C=CC1)(F)F (m-trifluoromethylbenzaldehyde), C(CC(=O)C)(=O)OCCN1CCN(CC1)C(C1=CC=C(C=C1)C)C1=CC=C(C=C1)C (2-[4-(4,4'-dimethylbenzhydryl)-1-piperazinyl]ethyl acetoacetate), N\C(=C/C(=O)OCC)\C (ethyl 3-aminocrotonate), C(C)(C)O (isopropyl alcohol). Product: CC=1NC(=C(C(C1C(=O)OCCN1CCN(CC1)C(C1=CC=C(C=C1)C)C1=CC=C(C=C1)C)C1=CC(=CC=C1)C(F)(F)F)C(=O)OCC)C (2-[4-(4,4'-dimethylbenzhydryl)-1-piperazinyl]ethyl ethyl 2,6-dimethyl-4-(3-trifluoromethylphenyl)-1,4-dihydropyridine-3,5-dicarboxylate). Yield: 44.1%. Reaction SMILES: [F:1][C:2]([F:12])([F:11])[C:3]1[CH:4]=[C:5]([CH:8]=[CH:9][CH:10]=1)[CH:6]=O.[C:13]([O:19][CH2:20][CH2:21][N:22]1[CH2:27][CH2:26][N:25]([CH:28]([C:36]2[CH:41]=[CH:40][C:39]([CH3:42])=[CH:38][CH:37]=2)[C:29]2[CH:34]=[CH:33][C:32]([CH3:35])=[CH:31][CH:30]=2)[CH2:24][CH2:23]1)(=[O:18])[CH2:14]C(C)=O.[NH2:43]/[C:44](/[CH3:51])=[CH:45]\[C:46]([O:48][CH2:49][CH3:50])=[O:47].[CH:52](O)(C)[CH3:53]>>[CH3:52][C:53]1[NH:43][C:44]([CH3:51])=[C:45]([C:46]([O:48][CH2:49][CH3:50])=[O:47])[CH:6]([C:5]2[CH:8]=[CH:9][CH:10]=[C:3]([C:2]([F:12])([F:11])[F:1])[CH:4]=2)[C:14]=1[C:13]([O:19][CH2:20][CH2:21][N:22]1[CH2:27][CH2:26][N:25]([CH:28]([C:29]2[CH:30]=[CH:31][C:32]([CH3:35])=[CH:33][CH:34]=2)[C:36]2[CH:41]=[CH:40][C:39]([CH3:42])=[CH:38][CH:37]=2)[CH2:24][CH2:23]1)=[O:18]. Reported procedure: A mixture of m-trifluoromethylbenzaldehyde, 2-[4-(4,4'-dimethylbenzhydryl)-1-piperazinyl]ethyl acetoacetate and ethyl 3-aminocrotonate was worked up in isopropyl alcohol in the same manner as Example 1 to give 2-[4-(4,4'-dimethylbenzhydryl)-1-piperazinyl]ethyl ethyl 2,6-dimethyl-4-(3-trifluoromethylphenyl)-1,4-dihydropyridine-3,5-dicarboxylate as a colorless powder, m.p. 74°-77° C. (sintering). Yield 44.1%. IR(Nujol)cm-1 : 3320, 1680. NMR(CDCl3) δ: 1.17(3H,t,J=7,--CH2CH3), 2.26(6H,s, ##STR42## 2... Reactants: CCOC(C)=O, CO, [K+], [K+], CC(C)n1cc(-c2nc(C#C[Si](C)(C)C)c(N)nc2-c2ccccc2)ccc1=O, O=C([O-])[O-], O. The product is C#Cc1nc(-c2ccc(=O)n(C(C)C)c2)c(-c2ccccc2)nc1N. RXN SMILES: [CH3:37][CH2:38][O:39][C:40]([CH3:41])=[O:42].[CH3:43][OH:44].[K+:30].[K+:31].[NH2:1][c:2]1[n:3][c:4](-[c:24]2[cH:25][cH:26][cH:27][cH:28][cH:29]2)[c:5](-[c:14]2[cH:15][cH:16][c:17](=[O:23])[n:18]([CH:20]([CH3:21])[CH3:22])[cH:19]2)[n:6][c:7]1[C:8]#[C:9][Si:10]([CH3:11])([CH3:12])[CH3:13].[O-:32][C:33]([O-:34])=[O:35].[OH2:36]>>[NH2:1][c:2]1[n:3][c:4](-[c:24]2[cH:25][cH:26][cH:27][cH:28][cH:29]2)[c:5](-[c:14]2[cH:15][cH:16][c:17](=[O:23])[n:18]([CH:20]([CH3:21])[CH3:22])[cH:19]2)[n:6][c:7]1[C:8]#[CH:9]. The reactants are FC(C(=O)O)(F)F.NC1=NC(=NC=C1C(=O)C1=C(C=CC(=C1)F)OC)NC1CCNCC1 ([4-amino-2-(piperidin4-ylamino)-pyrimidin-5-yl]-(5-fluoro-2-methoxy-phenyl)-methanone trifluoroacetic acid salt), ClC(=O)OCCC (1-propyl chloroformate). Yields the product C(CC)OC(=O)N1CCC(CC1)NC1=NC(=C(C=C1)C(C1=C(C=CC(=C1)F)OC)=O)N (4-[6-Amino-5-(5-fluoro-2-methoxy-benzoyl)-pyridin-2-ylamino]-piperidine-1-carboxylic acid propyl ester). Reaction SMILES: F[C:2](F)(F)C(O)=O.[NH2:8][C:9]1[C:14]([C:15]([C:17]2[CH:22]=[C:21]([F:23])[CH:20]=[CH:19][C:18]=2[O:24][CH3:25])=[O:16])=[CH:13]N=[C:11]([NH:26][CH:27]2[CH2:32][CH2:31][NH:30][CH2:29][CH2:28]2)[N:10]=1.Cl[C:34]([O:36][CH2:37][CH2:38][CH3:39])=[O:35]>>[CH2:37]([O:36][C:34]([N:30]1[CH2:29][CH2:28][CH:27]([NH:26][C:11]2[CH:2]=[CH:13][C:14]([C:15](=[O:16])[C:17]3[CH:22]=[C:21]([F:23])[CH:20]=[CH:19][C:18]=3[O:24][CH3:25])=[C:9]([NH2:8])[N:10]=2)[CH2:32][CH2:31]1)=[O:35])[CH2:38][CH3:39] |f:0.1|. Procedure details: The title compound was prepared from [4-amino-2-(piperidin4-ylamino)-pyrimidin-5-yl]-(5-fluoro-2-methoxy-phenyl)-methanone trifluoroacetic acid salt (Example 22) and 1-propyl chloroformate (Aldrich 98%) using the procedure described in Example 24. HRMS, observed: 431.2095, Calcd for (M+H)+: 431.2089. The reactants are COC=1C=C(C=CC1OC)NC=1C2=C(N=C(N1)N1CC(CCC1)C(=O)O)SC=N2 (1-(7-(3,4-dimethoxyphenylamino)thiazolo[5,4-d]pyrimidin-5-yl)piperidine-3-carboxylic acid), NC=1C=CC(=NC1)C(=O)OC (methyl 5-aminopicolinate), CN1C=NC=C1 (1-methyl-1H-imidazole), CCN=C=NCCCN(C)C (EDCI). Run in ClCCl (dichloromethane), ClCCl (dichloromethane). Run at time 15 hour. Yields the product COC=1C=C(C=CC1OC)NC=1C2=C(N=C(N1)N1CC(CCC1)C(=O)NC=1C=CC(=NC1)C(=O)OC)SC=N2 (methyl 5-(1-(7-(3,4-dimethoxyphenylamino)thiazolo[5,4-d]pyrimidin-5-yl)piperidine-3-carboxamido)picolinate). Yield: 87.2%. Reaction SMILES: [CH3:1][O:2][C:3]1[CH:4]=[C:5]([NH:11][C:12]2[C:13]3[N:29]=[CH:28][S:27][C:14]=3[N:15]=[C:16]([N:18]3[CH2:23][CH2:22][CH2:21][CH:20]([C:24](O)=[O:25])[CH2:19]3)[N:17]=2)[CH:6]=[CH:7][C:8]=1[O:9][CH3:10].[NH2:30][C:31]1[CH:32]=[CH:33][C:34]([C:37]([O:39][CH3:40])=[O:38])=[N:35][CH:36]=1.CN1C=CN=C1.CCN=C=NCCCN(C)C>ClCCl>[CH3:1][O:2][C:3]1[CH:4]=[C:5]([NH:11][C:12]2[C:13]3[N:29]=[CH:28][S:27][C:14]=3[N:15]=[C:16]([N:18]3[CH2:23][CH2:22][CH2:21][CH:20]([C:24]([NH:30][C:31]4[CH:32]=[CH:33][C:34]([C:37]([O:39][CH3:40])=[O:38])=[N:35][CH:36]=4)=[O:25])[CH2:19]3)[N:17]=2)[CH:6]=[CH:7][C:8]=1[O:9][CH3:10]. Reported procedure: To a solution of 1-(7-(3,4-dimethoxyphenylamino)thiazolo[5,4-d]pyrimidin-5-yl)piperidine-3-carboxylic acid (200 mg, 0.48 mmol) and methyl 5-aminopicolinate (73 mg, 0.48 mmol) in dichloromethane (30 mL) were added the solution of 1-methyl-1H-imidazole (158 mg, 1.92 mmol) and EDCI (368 mg, 1.92 mmol) in dichloromethane (10 mL), the reaction mixture was stirred at room temperature for 15 hours, the solvent was removed in vacuo and methanol (6 mL) was added and stirred for 30 minutes, the solid was ... Reactants: OC=1C(=C2CCC(OC2=C(C1C)C)(C)OC)C ((±)-6-hydroxy-2-methoxy-2,5,7,8-tetramethylchroman), Cl (HCl), CC=1C(=C(C(=C(O)C1)C)C)O (trimethylhydroquinone), CC(=O)C (acetone). The solvent is O (H2O). The product is OC1(OC2=C(C(=C(C(=C2CC1)C)O)C)C)C ((±)-2,6-dihydroxy-2,5,7,8-tetramethylchroman). As a reaction SMILES: [OH:1][C:2]1[C:3]([CH3:17])=[C:4]2[C:9](=[C:10]([CH3:13])[C:11]=1[CH3:12])[O:8][C:7]([O:15]C)([CH3:14])[CH2:6][CH2:5]2.CC1C(O)=C(C)C(C)=C(C=1)O.CC(C)=O.Cl>O>[OH:15][C:7]1([CH3:14])[CH2:6][CH2:5][C:4]2[C:9](=[C:10]([CH3:13])[C:11]([CH3:12])=[C:2]([OH:1])[C:3]=2[CH3:17])[O:8]1. Reported procedure: A solution of (±)-6-hydroxy-2-methoxy-2,5,7,8-tetramethylchroman, prepared as described in Example 1 from 1.0 mole of trimethylhydroquinone, in 1250 ml. of acetone, 1000 ml. of H2O and 8.30 ml. of conc. HCl was heated at reflux under N2. The solvent was removed by distillation until tthe distilling head temperature reached 95°. The suspension was cooled to 70°, diluted with 800 ml. of acetone, cooled to ca. 15° and stripped of solvent at reduced pressure and 30° to ca. 1000 ml. The resulting sus... The reactants are N([C@@H](C(C)C)C(=O)N1[C@H](C(=O)NCC(=O)N[C@@H](CC(C(O)=O)OC(C)(C)C)C(=O)NCC(=O)OC2=CC=C([N+](=O)[O-])C=C2)CCC1)C(=O)OC(C)(C)C (Boc-Val-Pro-Gly-Glu(γ-OBut)-Gly-ONp), FC(C(=O)O)(F)F (trifluoroacetic acid), XI, ( j ). Run in C(Cl)Cl (methylene chloride). Conditions: time 30 minute. Yields the product N[C@@H](C(C)C)C(=O)N1[C@H](C(=O)NCC(=O)N[C@@H](CCC(O)=O)C(=O)NCC(=O)OC2=CC=C([N+](=O)[O-])C=C2)CCC1.FC(F)(F)C(=O)O (H-Val-Pro-Gly-Glu-Gly-ONp.TFA). As a reaction SMILES: [NH:1](C(OC(C)(C)C)=O)[C@H:2]([C:6]([N:8]1[CH2:46][CH2:45][CH2:44][C@H:9]1[C:10]([NH:12][CH2:13][C:14]([NH:16][C@H:17]([C:28]([NH:30][CH2:31][C:32]([O:34][C:35]1[CH:43]=[CH:42][C:38]([N+:39]([O-:41])=[O:40])=[CH:37][CH:36]=1)=[O:33])=[O:29])[CH2:18][CH:19](OC(C)(C)C)[C:20](=[O:22])[OH:21])=[O:15])=[O:11])=[O:7])[CH:3]([CH3:5])[CH3:4].[F:54][C:55]([F:60])([F:59])[C:56]([OH:58])=[O:57]>C(Cl)Cl>[NH2:1][C@H:2]([C:6]([N:8]1[CH2:46][CH2:45][CH2:44][C@H:9]1[C:10]([NH:12][CH2:13][C:14]([NH:16][C@H:17]([C:28]([NH:30][CH2:31][C:32]([O:34][C:35]1[CH:36]=[CH:37][C:38]([N+:39]([O-:41])=[O:40])=[CH:42][CH:43]=1)=[O:33])=[O:29])[CH2:18][CH2:19][C:20](=[O:21])[OH:22])=[O:15])=[O:11])=[O:7])[CH:3]([CH3:4])[CH3:5].[F:54][C:55]([C:56]([OH:58])=[O:57])([F:60])[F:59] |f:3.4|. Procedure details: A solution of XX (1.1 g, 1.50 mmol) in 9 ml of 30% trifluoroacetic acid in methylene chloride was allowed to stand for 30 min. at room temperature. The reaction mixture was treated in the same manner as described for the preparation of XI in part (j). The resulting solid was recrystallized from chloroform-petroleum ether; yield 0.923 g (90%), m.p. 130-133° C., Rf1 0.06, Rf2 0.12, Rf3 0.21. Calcd. for C27H35N6O12F3.1/2H2O: C, 46.22; H, 5.17; N, 11.98%. Found: C, 46.06; H, 5.16; N, 11.82%. Amino a... Reactants: C(C(O)CC(=O)O)(=O)O (malic acid), C(CC(O)(C(=O)O)CC(=O)O)(=O)O (citric acid), C([C@@H]1[C@H]([C@@H]([C@H](C(=O)O1)O)O)O)O (gluconic acid delta-lactone), C([O-])(O)=O.[Na+] (sodium bicarbonate). The product is C(CC(O)(C(=O)O)CC(=O)O)(=O)[O-].[Na+] (monosodium citrate), C(C(O)CC(=O)[O-])(=O)[O-] (malate). Reaction SMILES: [C:1]([OH:13])(=[O:12])[CH2:2][C:3]([CH2:8][C:9]([OH:11])=[O:10])([C:5]([OH:7])=[O:6])[OH:4].C(O)[C@H]1OC(=O)[C@H](O)[C@@H](O)[C@@H]1O.[C:26]([OH:34])(=[O:33])[CH:27]([CH2:29][C:30]([OH:32])=[O:31])[OH:28].C(=O)(O)[O-].[Na+:39]>>[C:1]([O-:13])(=[O:12])[CH2:2][C:3]([CH2:8][C:9]([OH:11])=[O:10])([C:5]([OH:7])=[O:6])[OH:4].[Na+:39].[C:26]([O-:34])(=[O:33])[CH:27]([CH2:29][C:30]([O-:32])=[O:31])[OH:28] |f:3.4,5.6|. Procedure: Process: Apply crystallized citric acid, then heat to 60° C. and wet with 36 ml of gluconic acid delta-lactone solution (10 parts of gluconic acid delta-lactone to 5 parts of water); apply malic acid, then allow sodium bicarbonate I to react to give monosodium citrate and malate and then allow sodium bicarbonate II, calcium carbonate and potassium bicarbonate to undergo partial reaction (partial conversion to the citrate). Then cover the surface with citric acid powder. Finally allow sodium carb... Solvent: C1CCOC1 (THF). Reactants: ClC1=C(COC2=CC3=C(C(CO3)=NOC)C=C2)C=CC(=C1)Cl (6-((2,4-dichlorobenzyl)oxy)-N-methoxy-1-benzofuran-3(2H)-imine), solution. Reaction SMILES: [Cl:1][C:2]1[CH:21]=[C:20]([Cl:22])[CH:19]=[CH:18][C:3]=1[CH2:4][O:5][C:6]1[CH:17]=[CH:16][C:9]2[C:10](=[N:13]OC)[CH2:11][O:12][C:8]=2[CH:7]=1>C1COCC1>[Cl:1][C:2]1[CH:21]=[C:20]([Cl:22])[CH:19]=[CH:18][C:3]=1[CH2:4][O:5][C:6]1[CH:17]=[CH:16][C:9]2[CH:10]([NH2:13])[CH2:11][O:12][C:8]=2[CH:7]=1. Isolated yield 63.9%. Yields the product ClC1=C(COC2=CC3=C(C(CO3)N)C=C2)C=CC(=C1)Cl (6-((2,4-Dichlorobenzyl)oxy)-2,3-dihydro-1-benzofuran-3-amine). Reaction conditions: temperature 60 celsius, time 8 hour. Reported procedure: The mixture of 6-((2,4-dichlorobenzyl)oxy)-N-methoxy-1-benzofuran-3(2H)-imine (1.23 g) and THF (dry) (36 mL) was added dropwise to a solution of borane tetrahydrofuran complex solution (1.0 mol/L, 7.27 mL) at 0° C. The mixture was stirred at 60° C. overnight. After cooling, the mixture was quenched with water and 1N NaOH (15 mL). The mixture was stirred at 60° C. for 5 h. After cooling, the mixture was extracted with EtOAc. The combined organic layer was washed with brine, dried over MgSO4, and ... Reactants: O=C1OCC(CF)N1c1nc(-c2ccc(Br)cc2)cs1, [C-]#N, [C-]#N, CN(C)C=O, CCOC(C)=O, [Zn+2], c1ccc(P(c2ccccc2)(c2ccccc2)[Pd](P(c2ccccc2)(c2ccccc2)c2ccccc2)(P(c2ccccc2)(c2ccccc2)c2ccccc2)P(c2ccccc2)(c2ccccc2)c2ccccc2)cc1. Reaction SMILES: [Br:1][c:2]1[cH:3][cH:4][c:5](-[c:8]2[n:9][c:10]([N:13]3[C:14](=[O:20])[O:15][CH2:16][CH:17]3[CH2:18][F:19])[s:11][cH:12]2)[cH:6][cH:7]1.[C-:32]#[N:33].[C-:35]#[N:36].[CH3:21][N:22]([CH3:23])[CH:24]=[O:25].[CH3:26][CH2:27][O:28][C:29](=[O:30])[CH3:31].[Zn+2:34].[cH:37]1[cH:38][cH:39][c:40]([P:41]([Pd:42]([P:43]([c:44]2[cH:45][cH:46][cH:47][cH:48][cH:49]2)([c:50]2[cH:51][cH:52][cH:53][cH:54][cH:55]2)[c:56]2[cH:57][cH:58][cH:59][cH:60][cH:61]2)([P:62]([c:63]2[cH:64][cH:65][cH:66][cH:67][cH:68]2)([c:69]2[cH:70][cH:71][cH:72][cH:73][cH:74]2)[c:75]2[cH:76][cH:77][cH:78][cH:79][cH:80]2)[P:81]([c:82]2[cH:83][cH:84][cH:85][cH:86][cH:87]2)([c:88]2[cH:89][cH:90][cH:91][cH:92][cH:93]2)[c:94]2[cH:95][cH:96][cH:97][cH:98][cH:99]2)([c:100]2[cH:101][cH:102][cH:103][cH:104][cH:105]2)[c:106]2[cH:107][cH:108][cH:109][cH:110][cH:111]2)[cH:112][cH:113]1>>[c:2]1([C:21]#[N:22])[cH:3][cH:4][c:5](-[c:8]2[n:9][c:10]([N:13]3[C:14](=[O:20])[O:15][CH2:16][CH:17]3[CH2:18][F:19])[s:11][cH:12]2)[cH:6][cH:7]1. The product is N#Cc1ccc(-c2csc(N3C(=O)OCC3CF)n2)cc1. The reactants are OC=1C2=C(N=CN1)C(=CC=N2)C(=O)N (4-hydroxypyrido[3,2-d]pyrimidine-8-carboxamide), N[C@H](CN(S(=O)(=O)C1=CC=C(C=C1)[N+](=O)[O-])C(C)C)C1=CC(=C(C=C1)Cl)C(F)(F)F (N—[(S)-2-Amino-2-(4-chloro-3-trifluoromethyl-phenyl)-ethyl]-N-isopropyl-4-nitro-benzenesulfonamide). Product: ClC1=C(C=C(C=C1)[C@@H](CNC(C)C)NC=1C2=C(N=CN1)C(=CC=N2)C(=O)N)C(F)(F)F (4-[(S)-1-(4-Chloro-3-trifluoromethyl-phenyl)-2-isopropylamino-ethylamino]-pyrido[3,2-d]pyrimidine-8-carboxylic acid amide). As a reaction SMILES: O[C:2]1[C:3]2[N:11]=[CH:10][CH:9]=[C:8]([C:12]([NH2:14])=[O:13])[C:4]=2[N:5]=[CH:6][N:7]=1.[NH2:15][C@@H:16]([C:34]1[CH:39]=[CH:38][C:37]([Cl:40])=[C:36]([C:41]([F:44])([F:43])[F:42])[CH:35]=1)[CH2:17][N:18]([CH:31]([CH3:33])[CH3:32])S(C1C=CC([N+]([O-])=O)=CC=1)(=O)=O>>[Cl:40][C:37]1[CH:38]=[CH:39][C:34]([C@H:16]([NH:15][C:2]2[C:3]3[N:11]=[CH:10][CH:9]=[C:8]([C:12]([NH2:14])=[O:13])[C:4]=3[N:5]=[CH:6][N:7]=2)[CH2:17][NH:18][CH:31]([CH3:33])[CH3:32])=[CH:35][C:36]=1[C:41]([F:42])([F:43])[F:44]. Procedure details: Compound 55 was prepared following general synthesis scheme 7 wherein 4-hydroxypyrido[3,2-d]pyrimidine-8-carboxamide (G) was reacted with N—[(S)-2-Amino-2-(4-chloro-3-trifluoromethyl-phenyl)-ethyl]-N-isopropyl-4-nitro-benzenesulfonamide to give the title compound as a white solid. LC/MS [454 (M+H)]; 1H NMR (400 MHz, DMSO-d6) δ 9.92 (s, 1H), 9.26 (s, 1H), 9.01 (d, 1H), 8.55 (s, 1H), 8.38 (d, 1H), 8.17 (s, 1H), 8.01 (s, 1H), 7.76 (d, 1H), 7.67 (d, 1H), 5.47 (s, 1H), 3.15 (d, 1H), 3.02 (s, 1H), 2.8...